Task: describe an organic reaction: reactants, conditions, products, and yield. Dataset: the Open Reaction Database (ORD), a public repository of structured organic reaction records The reactants are CN1C=NC=C1 (1-methyl imidazole), C(CCC)[Li] (n-butyllithium), ( I ), ClC1=CC=C(C(=O)C=2C=C3C(=CC(N(C3=CC2)C)=O)C2=CC(=CC=C2)Cl)C=C1 (6-(4-chlorobenzoyl)-4-(3-chlorophenyl)-1-methyl-2(1H)-quinolinone), Cl[Si](CC)(CC)CC (chlorotriethylsilane), C(CCC)[Li] (n-butyllithium). The solvent is O1CCCC1 (tetrahydrofuran), CCCCCC (hexane), O1CCCC1 (tetrahydrofuran), CCCCCC (hexane). Product: ( II ), OC(C=1C=C2C(=CC(N(C2=CC1)C)=O)C1=CC(=CC=C1)Cl)(C1=CN=CN1C)C1=CC=C(C=C1)Cl ((±)-6-[hydroxy (4-chlorophenyl)(1-methyl-1H-imidazol-5-yl)methyl]-4-(3-chlorophenyl)-1-methyl-2(1H)-quinolinone). As a reaction SMILES: [CH3:1][N:2]1[CH:6]=[CH:5][N:4]=[CH:3]1.C([Li])CCC.Cl[Si](CC)(CC)CC.[Cl:20][C:21]1[CH:47]=[CH:46][C:24]([C:25]([C:27]2[CH:28]=[C:29]3[C:34](=[CH:35][CH:36]=2)[N:33]([CH3:37])[C:32](=[O:38])[CH:31]=[C:30]3[C:39]2[CH:44]=[CH:43][CH:42]=[C:41]([Cl:45])[CH:40]=2)=[O:26])=[CH:23][CH:22]=1>O1CCCC1.CCCCCC>[OH:26][C:25]([C:24]1[CH:23]=[CH:22][C:21]([Cl:20])=[CH:47][CH:46]=1)([C:6]1[N:2]([CH3:1])[CH:3]=[N:4][CH:5]=1)[C:27]1[CH:28]=[C:29]2[C:34](=[CH:35][CH:36]=1)[N:33]([CH3:37])[C:32](=[O:38])[CH:31]=[C:30]2[C:39]1[CH:44]=[CH:43][CH:42]=[C:41]([Cl:45])[CH:40]=1. Reported procedure: Herein, in step 1, the intermediate 1-methyl imidazole in tetrahydrofuran, is mixed with a solution of n-butyllithium in a hexane solvent to which is added chlorotriethylsilane (triethylsilyl chloride), followed by a further addition of n-butyllithium in hexane, the resulting mixture being cooled to −78° C. before the addition of a solution of a compound of formula (I), i.e. 6-(4-chlorobenzoyl)-4-(3-chlorophenyl)-1-methyl-2(1H)-quinolinone in tetrahydrofuran. The reaction mixture is subsequently...